From a dataset of the Open Reaction Database (ORD), a public repository of structured organic reaction records. describe an organic reaction: reactants, conditions, products, and yield The reactants are BrC=1C=CC(=C2C(N(CC12)C)=O)NC1=NC(=NC=C1C(F)(F)F)NC1=C(C=C(CP(OCC)(OCC)=O)C=C1)OC (diethyl [4-({4-[(7-bromo-2-methyl-3-oxo-2,3-dihydro-1H-isoindol-4-yl)amino]-5-(trifluoromethyl) pyrimidin-2-yl}amino)-3-methoxybenzyl]phosphonate), C(C)(C)(C)OC(CN1CCNCC1)=O (piperazine-1-acetic acid tert-butyl ester), ( 100 ). Product: C(C)OP(=O)(OCC)CC1=CC(=C(C=C1)NC1=NC=C(C(=N1)NC=1C=CC(=C2CN(C(C12)=O)C)N1CCN(CC1)CC(=O)O)C(F)(F)F)OC ([4-(7-{[2-({4-[(Diethoxyphosphoryl)methyl]-2-methoxyphenyl}amino)-5-(trifluoromethyl)pyrimidin-4-yl]amino}-2-methyl-1-oxo-2,3-dihydro-1H-isoindol-4-yl)piperazin-1-yl]acetic acid). Reaction SMILES: Br[C:2]1[CH:3]=[CH:4][C:5]([NH:13][C:14]2[C:19]([C:20]([F:23])([F:22])[F:21])=[CH:18][N:17]=[C:16]([NH:24][C:25]3[CH:39]=[CH:38][C:28]([CH2:29][P:30](=[O:37])([O:34][CH2:35][CH3:36])[O:31][CH2:32][CH3:33])=[CH:27][C:26]=3[O:40][CH3:41])[N:15]=2)=[C:6]2[C:10]=1[CH2:9][N:8]([CH3:11])[C:7]2=[O:12].C([O:46][C:47](=[O:55])[CH2:48][N:49]1[CH2:54][CH2:53][NH:52][CH2:51][CH2:50]1)(C)(C)C>>[CH2:35]([O:34][P:30]([CH2:29][C:28]1[CH:38]=[CH:39][C:25]([NH:24][C:16]2[N:15]=[C:14]([NH:13][C:5]3[CH:4]=[CH:3][C:2]([N:52]4[CH2:51][CH2:50][N:49]([CH2:48][C:47]([OH:46])=[O:55])[CH2:54][CH2:53]4)=[C:10]4[C:6]=3[C:7](=[O:12])[N:8]([CH3:11])[CH2:9]4)[C:19]([C:20]([F:21])([F:23])[F:22])=[CH:18][N:17]=2)=[C:26]([O:40][CH3:41])[CH:27]=1)([O:31][CH2:32][CH3:33])=[O:37])[CH3:36]. Reported procedure: The title compound was prepared according to the procedure for Example 251 using diethyl [4-({4-[(7-bromo-2-methyl-3-oxo-2,3-dihydro-1H-isoindol-4-yl)amino]-5-(trifluoromethyl) pyrimidin-2-yl}amino)-3-methoxybenzyl]phosphonate and piperazine-1-acetic acid tert-butyl ester. MS (ES+): m/z 722.28 (100) [MH+]; HPLC: tR=0.80 min (UPLC, purity). Starting materials: N#Cc1cccc(CN2CCC3(CC2)C(NC2CCCCC2)=NC(=O)N3c2cccc(F)c2)c1, CCO. Product: NCc1cccc(CN2CCC3(CC2)C(NC2CCCCC2)=NC(=O)N3c2cccc(F)c2)c1. RXN SMILES: [C:1](#[N:2])[c:3]1[cH:4][c:5]([CH2:6][N:7]2[CH2:8][CH2:9][C:10]3([C:11]([NH:23][CH:24]4[CH2:25][CH2:26][CH2:27][CH2:28][CH2:29]4)=[N:12][C:13](=[O:22])[N:14]3[c:15]3[cH:16][c:17]([F:21])[cH:18][cH:19][cH:20]3)[CH2:30][CH2:31]2)[cH:32][cH:33][cH:34]1.[CH3:35][CH2:36][OH:37]>>[CH2:1]([NH2:2])[c:3]1[cH:4][c:5]([CH2:6][N:7]2[CH2:8][CH2:9][C:10]3([C:11]([NH:23][CH:24]4[CH2:25][CH2:26][CH2:27][CH2:28][CH2:29]4)=[N:12][C:13](=[O:22])[N:14]3[c:15]3[cH:16][c:17]([F:21])[cH:18][cH:19][cH:20]3)[CH2:30][CH2:31]2)[cH:32][cH:33][cH:34]1. The reactants are ClC1=C(C=CC=C1)N1N=C2C(N=CN=C2O)=C1C1=CC=C(C=C1)C(F)(F)F (2-(2-chlorophenyl)-3-(4-(trifluoromethyl)phenyl)-2H-pyrazolo[4,3-d]pyrimidin-7-ol), C(=O)([O-])[O-].[Cs+].[Cs+] (Cs2CO3), CS(=O)C (DMSO), FC(S(=O)(=O)OCC(F)(F)F)(F)F (2,2,2-trifluoroethyl trifluoromethanesulfonate). The solvent is CN(C)C=O (DMF). Conditions: time 8 hour. Yields the product ClC1=C(C=CC=C1)N1N=C2C(N=CN(C2=O)CC(F)(F)F)=C1C1=CC=C(C=C1)C(F)(F)F (2-(2-chlorophenyl)-6-(2,2,2-trifluoroethyl)-3-(4-(trifluoromethyl)phenyl)-2H-pyrazolo[4,3-d]pyrimidin-7(6H)-one). Reaction SMILES: [Cl:1][C:2]1[CH:7]=[CH:6][CH:5]=[CH:4][C:3]=1[N:8]1[C:17]([C:18]2[CH:23]=[CH:22][C:21]([C:24]([F:27])([F:26])[F:25])=[CH:20][CH:19]=2)=[C:11]2[N:12]=[CH:13][N:14]=[C:15]([OH:16])[C:10]2=[N:9]1.C([O-])([O-])=O.[Cs+].[Cs+].CS(C)=O.FC(F)(F)S(O[CH2:44][C:45]([F:48])([F:47])[F:46])(=O)=O>CN(C=O)C>[Cl:1][C:2]1[CH:7]=[CH:6][CH:5]=[CH:4][C:3]=1[N:8]1[C:17]([C:18]2[CH:23]=[CH:22][C:21]([C:24]([F:27])([F:25])[F:26])=[CH:20][CH:19]=2)=[C:11]2[N:12]=[CH:13][N:14]([CH2:44][C:45]([F:48])([F:47])[F:46])[C:15](=[O:16])[C:10]2=[N:9]1 |f:1.2.3|. Procedure details: To a stirred mixture of 2-(2-chlorophenyl)-3-(4-(trifluoromethyl)phenyl)-2H-pyrazolo[4,3-d]pyrimidin-7-ol (I-2A-2b: 100 mg, 0.26 mmol) and Cs2CO3(85 mg, 0.26 mmol) in DMF (1.5 ml) was added a DMSO solution (0.1 ml) of 2,2,2-trifluoroethyl trifluoromethanesulfonate (60 mg, 0.26 mmol). After stirring overnight, the reaction mixture was extracted from water with ethyl acetate. The organic solution was washed with half saturated aqueous NaCl and then concentrated in vacuo. The crude residue was puri... Starting materials: COc1ccc(S(=O)(=O)N(C)C(=O)C2=C(C)N(C(=O)OC(C)(C)C)c3ccnn3C2c2ccc(Cl)c(Cl)c2)cc1, ClCCl, O=C(O)C(F)(F)F. Yields the product COc1ccc(S(=O)(=O)N(C)C(=O)C2=C(C)Nc3ccnn3C2c2ccc(Cl)c(Cl)c2)cc1. As a reaction SMILES: [Cl:1][c:2]1[cH:3][c:4]([CH:9]2[C:10]([C:26]([N:27]([CH3:28])[S:29](=[O:30])(=[O:31])[c:32]3[cH:33][cH:34][c:35]([O:38][CH3:39])[cH:36][cH:37]3)=[O:40])=[C:11]([CH3:25])[N:12]([C:18]([O:19][C:20]([CH3:21])([CH3:22])[CH3:23])=[O:24])[c:13]3[n:14]2[n:15][cH:16][cH:17]3)[cH:5][cH:6][c:7]1[Cl:8].[Cl:48][CH2:49][Cl:50].[F:41][C:42]([F:43])([F:44])[C:45]([OH:46])=[O:47]>>[Cl:1][c:2]1[cH:3][c:4]([CH:9]2[C:10]([C:26]([N:27]([CH3:28])[S:29](=[O:30])(=[O:31])[c:32]3[cH:33][cH:34][c:35]([O:38][CH3:39])[cH:36][cH:37]3)=[O:40])=[C:11]([CH3:25])[NH:12][c:13]3[n:14]2[n:15][cH:16][cH:17]3)[cH:5][cH:6][c:7]1[Cl:8]. Procedure: The title compound of Example 248, step 3 was treated with EtSO2NH2 instead of MeSO2NH2 in a manner similar to Example 248, step 4 to give the title compound. 1H NMR (CDCl3, 400 MHz) δ 9.09 (s, 1H), 8.60 (s, 1H), 8.16 (s, 1H), 8.11 (s, 1H), 7.04-6.96 (m, 2H), 6.91-6.89 (m, 1H), 3.87 (d, J=7.2 Hz, 2H), 3.64 (q, J=7.2 Hz, 2H), 2.22 (s, 3H), 1.44 (t, J=7.2 Hz, 3H), 1.25-1.23 (m, 1H), 0.62-0.60 (m, 2H), 0.38-0.37 (m, 2H). LCMS: 477.2 (M+H)+ Reactants: C1(CC1)CN1C(C(=CC(=C1)C1=NC(=NC=C1OC1=C(C=C(C=C1)F)F)S(=O)(=O)C)C)=O (1-(cyclopropylmethyl)-5-[5-(2,4-difluorophenoxy)-2-methylsulfonylpyrimidin-4-yl]-3-methylpyridin-2-one), C(C)S(=O)(=O)N (EtSO2NH2). The product is C1(CC1)CN1C=C(C=C(C1=O)C)C1=NC(=NC=C1OC1=C(C=C(C=C1)F)F)NS(=O)(=O)CC (N-[4-[1-(cyclopropylmethyl)-5-methyl-6-oxopyridin-3-yl]-5-(2,4-difluorophenoxyl)pyrimidin-2-yl]ethanesulfonamide). As a reaction SMILES: [CH:1]1([CH2:4][N:5]2[CH:10]=[C:9]([C:11]3[C:16]([O:17][C:18]4[CH:23]=[CH:22][C:21]([F:24])=[CH:20][C:19]=4[F:25])=[CH:15][N:14]=[C:13](S(C)(=O)=O)[N:12]=3)[CH:8]=[C:7]([CH3:30])[C:6]2=[O:31])[CH2:3][CH2:2]1.[CH2:32]([S:34]([NH2:37])(=[O:36])=[O:35])[CH3:33]>>[CH:1]1([CH2:4][N:5]2[C:6](=[O:31])[C:7]([CH3:30])=[CH:8][C:9]([C:11]3[C:16]([O:17][C:18]4[CH:23]=[CH:22][C:21]([F:24])=[CH:20][C:19]=4[F:25])=[CH:15][N:14]=[C:13]([NH:37][S:34]([CH2:32][CH3:33])(=[O:36])=[O:35])[N:12]=3)=[CH:10]2)[CH2:2][CH2:3]1. Reactants: [Li]CCCC, CCCCCC, COc1cccs1, Cl, O=C1NC(=O)C(=O)C(=O)N1, C1CCOC1. Product: COc1ccc(C2(O)C(=O)NC(=O)NC2=O)s1. RXN SMILES: [CH2:8]([Li:9])[CH2:10][CH2:11][CH3:12].[CH3:13][CH2:14][CH2:15][CH2:16][CH2:17][CH3:18].[CH3:1][O:2][c:3]1[s:4][cH:5][cH:6][cH:7]1.[ClH:29].[NH:19]1[C:20](=[O:21])[NH:22][C:23](=[O:24])[C:25](=[O:26])[C:27]1=[O:28].[O:30]1[CH2:31][CH2:32][CH2:33][CH2:34]1>>[CH3:1][O:2][c:3]1[s:4][c:5]([C:25]2([OH:26])[C:23](=[O:24])[NH:22][C:20](=[O:21])[NH:19][C:27]2=[O:28])[cH:6][cH:7]1. The reactants are COC=1C=CC(=C(C1)C1=CC=CC=C1)C1=CC=C2C=CC3=CC=CC4=CC=C1C2=C34 (1-(5-methoxybiphenyl-2-yl)pyrene), B(Br)(Br)Br (boron tribromide), Ice. Solvent: ClCCl (dichloromethane). Conditions: temperature -78 celsius, time 8 hour. Yields the product C1(=CC=C2C=CC3=CC=CC4=CC=C1C2=C34)C3=CC=C(C=C3C3=CC=CC=C3)O (6-(pyren-1-yl)biphenyl-3-ol). Isolated yield 90.5%. RXN SMILES: C[O:2][C:3]1[CH:4]=[CH:5][C:6]([C:15]2[C:28]3[C:29]4=[C:30]5[C:25](=[CH:26][CH:27]=3)[CH:24]=[CH:23][CH:22]=[C:21]5[CH:20]=[CH:19][C:18]4=[CH:17][CH:16]=2)=[C:7]([C:9]2[CH:14]=[CH:13][CH:12]=[CH:11][CH:10]=2)[CH:8]=1.B(Br)(Br)Br>ClCCl>[C:15]1([C:6]2[C:7]([C:9]3[CH:14]=[CH:13][CH:12]=[CH:11][CH:10]=3)=[CH:8][C:3]([OH:2])=[CH:4][CH:5]=2)[C:28]2[C:29]3=[C:30]4[C:25](=[CH:26][CH:27]=2)[CH:24]=[CH:23][CH:22]=[C:21]4[CH:20]=[CH:19][C:18]3=[CH:17][CH:16]=1. Reported procedure: In a 1000 ml three-necked flask that had been degassed and filled with nitrogen, 12.4 g (32.2 mmol) of 1-(5-methoxybiphenyl-2-yl)pyrene was dissolved in anhydrous dichloromethane (200 ml), the solution was cooled to −78° C., and 24.2 g (96.6 mmol) boron tribromide was added slowly. The solution was warmed to room temperature and stirred overnight. 200 g Ice was carefully added to quench unreacted boron tribromide. The organic layer was extracted with dichloromethane and water, dried with anhydro...